Task: describe an organic reaction: reactants, conditions, products, and yield. Dataset: the Open Reaction Database (ORD), a public repository of structured organic reaction records Starting materials: O=C1CCC(=O)N1Br, O=C(OOC(=O)c1ccccc1)c1ccccc1, ClCCl, Cc1cccc(-c2cccc(C(=O)OC(C)(C)C)c2)c1, ClC(Cl)(Cl)Cl, [N-]=[N+]=[N-], [Na+], O. Product: CC(C)(C)OC(=O)c1cccc(-c2cccc(N=[N+]=[N-])c2)c1. RXN SMILES: [Br:21][N:22]1[C:23](=[O:24])[CH2:25][CH2:26][C:27]1=[O:28].[C:29]([O:30][O:31][C:32](=[O:33])[c:34]1[cH:35][cH:36][cH:37][cH:38][cH:39]1)(=[O:40])[c:41]1[cH:42][cH:43][cH:44][cH:45][cH:46]1.[CH2:57]([Cl:58])[Cl:59].[CH3:1][c:2]1[cH:3][c:4](-[c:8]2[cH:9][c:10]([C:14](=[O:15])[O:16][C:17]([CH3:18])([CH3:19])[CH3:20])[cH:11][cH:12][cH:13]2)[cH:5][cH:6][cH:7]1.[Cl:51][C:52]([Cl:53])([Cl:54])[Cl:55].[N-:48]=[N+:49]=[N-:50].[Na+:47].[OH2:56]>>[c:2]1([N:48]=[N+:49]=[N-:50])[cH:3][c:4](-[c:8]2[cH:9][c:10]([C:14](=[O:15])[O:16][C:17]([CH3:18])([CH3:19])[CH3:20])[cH:11][cH:12][cH:13]2)[cH:5][cH:6][cH:7]1.